This data is from the Open Reaction Database (ORD), a public repository of structured organic reaction records. The task is: describe an organic reaction: reactants, conditions, products, and yield The reactants are O=C(O)C(O)C(O)C(=O)O, CCCCCCCCC=CCCCCCCCCN, Cc1ccccc1. Product: CCCCCCCCC=CCCCCCCCCN1C(=O)C(O)C(O)C1=O. RXN SMILES: [C:1]([CH:2]([OH:3])[CH:4]([OH:5])[C:6](=[O:7])[OH:9])(=[O:8])[OH:10].[CH2:11]([CH2:12][CH2:13][CH2:14][CH2:15][CH2:16][CH2:17][CH2:18][CH:19]=[CH:20][CH2:21][CH2:22][CH2:23][CH2:24][CH2:25][CH2:26][CH2:27][CH3:28])[NH2:29].[CH3:30][c:31]1[cH:32][cH:33][cH:34][cH:35][cH:36]1>>[C:1]1(=[O:10])[CH:2]([OH:3])[CH:4]([OH:5])[C:6](=[O:7])[N:29]1[CH2:11][CH2:12][CH2:13][CH2:14][CH2:15][CH2:16][CH2:17][CH2:18][CH:19]=[CH:20][CH2:21][CH2:22][CH2:23][CH2:24][CH2:25][CH2:26][CH2:27][CH3:28]. The reactants are C(C)(C)(C)C1=C(C=C(C(=C1)N=O)C)O (2-(tert-butyl)4-nitroso-5-methylphenol), O.NN (hydrazine hydrate). Solvent: C(C)O (ethanol). Reaction conditions: time 16 hour. Product: NC1=CC(=C(C=C1C)O)C(C)(C)C (4-Amino-2-(tert-butyl)-5-methylphenol). Yield: 90.2%. Reaction SMILES: [C:1]([C:5]1[CH:10]=[C:9]([N:11]=O)[C:8]([CH3:13])=[CH:7][C:6]=1[OH:14])([CH3:4])([CH3:3])[CH3:2].O.NN>C(O)C>[NH2:11][C:9]1[C:8]([CH3:13])=[CH:7][C:6]([OH:14])=[C:5]([C:1]([CH3:4])([CH3:3])[CH3:2])[CH:10]=1 |f:1.2|. Reported procedure: To a solution of 2-(tert-butyl)4-nitroso-5-methylphenol (47.0 g, 243 mmol) in ethanol (500 ml) was slowly added dropwise hydrazine hydrate (29.5 ml, 608 mmol) at 0° C. After completing the dropwise addition, the mixture was stirred at room temperature for 16 hours, and the solvent was removed under reduced pressure. The residue was combined with water (500 ml), and the crystals were filtered. The crystals were dissolved in ethyl acetate, washed with saturated brine, dried over sodium sulfate and... Reactants: ClC1=CC=C2C(=CC=NC2=C1C)N1CCNCC1 (7-Chloro-8-methyl-4-(piperazin-1-yl)quinoline), FC1=CC=C(C=C1)N=C=O (4-fluorophenyl isocyanate), CCCCCC.CCOC(=O)C (hexane EtOAc). Reagents/catalysts: CN(C)C=1C=CN=CC1 (DMAP). Run in C1CCOC1 (THF). The product is ClC1=CC=C2C(=CC=NC2=C1C)N1CCN(CC1)C(=O)NC1=CC=C(C=C1)F (7-Chloro-4-[4-(4-fluorophenylaminocarbonyl)piperazin-1-yl]-8-methylquinoline). RXN SMILES: [Cl:1][C:2]1[C:11]([CH3:12])=[C:10]2[C:5]([C:6]([N:13]3[CH2:18][CH2:17][NH:16][CH2:15][CH2:14]3)=[CH:7][CH:8]=[N:9]2)=[CH:4][CH:3]=1.[F:19][C:20]1[CH:25]=[CH:24][C:23]([N:26]=[C:27]=[O:28])=[CH:22][CH:21]=1.CCCCCC.CCOC(C)=O>CN(C1C=CN=CC=1)C.C1COCC1>[Cl:1][C:2]1[C:11]([CH3:12])=[C:10]2[C:5]([C:6]([N:13]3[CH2:18][CH2:17][N:16]([C:27]([NH:26][C:23]4[CH:24]=[CH:25][C:20]([F:19])=[CH:21][CH:22]=4)=[O:28])[CH2:15][CH2:14]3)=[CH:7][CH:8]=[N:9]2)=[CH:4][CH:3]=1 |f:2.3|. Procedure: 7-Chloro-8-methyl-4-(piperazin-1-yl)quinoline (80 mg, 0.31 mmol), 4-fluorophenyl isocyanate (57 μL, 0.5 mmol), and DMAP (2 mg) in THF (10 mL) are reacted according to method C yielding the product as a yellow solid after column chromatography with hexane-EtOAc. Reactants: ice water, FC1=C(C=CC=C1)CCC(=O)Cl (3-(2-fluorophenyl)propionyl chloride), [Cl-].[Al+3].[Cl-].[Cl-] (aluminum chloride). The solvent is ClCCl (dichloromethane), ClCCl (dichloromethane). Product: FC1=C2CCC(C2=CC=C1)=O (4-fluoro-1-indanone). RXN SMILES: [F:1][C:2]1[CH:7]=[CH:6][CH:5]=[CH:4][C:3]=1[CH2:8][CH2:9][C:10](Cl)=[O:11].[Cl-].[Al+3].[Cl-].[Cl-]>ClCCl>[F:1][C:2]1[CH:7]=[CH:6][CH:5]=[C:4]2[C:3]=1[CH2:8][CH2:9][C:10]2=[O:11] |f:1.2.3.4|. Procedure: To a mixture of 3-(2-fluorophenyl)propionic acid (18.64 g, 0.111 mol) and dimethylformamide (5 drops) at room temperature was added dropwise oxalyl chloride (60 mL). The mixture was stirred at room temperature until gas evolution had ceased. The excess oxalyl chloride was removed by distillation to give 3-(2-fluorophenyl)propionyl chloride. A solution of the 3-(2-fluorophenyl)propionyl chloride in dichloromethane (230 mL) was added dropwise to a mixture of aluminum chloride (16.25 g, 0.12 mol) i... The reactants are CC[Si](Br)(CC)CC, C1CCOC1, CCCc1c(-c2nc(-c3ccc(C4CO4)cc3)no2)noc1-c1ccccc1. Yields the product CCCc1c(-c2nc(-c3ccc(C(O)CBr)cc3)no2)noc1-c1ccccc1. Reaction SMILES: [Br:29][Si:30]([CH2:31][CH3:32])([CH2:33][CH3:34])[CH2:35][CH3:36].[CH2:37]1[O:38][CH2:39][CH2:40][CH2:41]1.[O:1]1[CH:2]([c:4]2[cH:5][cH:6][c:7](-[c:10]3[n:11][o:12][c:13](-[c:15]4[n:16][o:17][c:18](-[c:23]5[cH:24][cH:25][cH:26][cH:27][cH:28]5)[c:19]4[CH2:20][CH2:21][CH3:22])[n:14]3)[cH:8][cH:9]2)[CH2:3]1>>[OH:1][CH:2]([CH2:3][Br:29])[c:4]1[cH:5][cH:6][c:7](-[c:10]2[n:11][o:12][c:13](-[c:15]3[n:16][o:17][c:18](-[c:23]4[cH:24][cH:25][cH:26][cH:27][cH:28]4)[c:19]3[CH2:20][CH2:21][CH3:22])[n:14]2)[cH:8][cH:9]1. Starting materials: ClC1=C(C=CC=C1)C1=NC(=CC2=CC=CC=C12)C(=O)O (1-(2-clorophenyl)-3-isoquinolinecarboxylic acid), ClC1=C(C=CC=C1)C1=NC(=CC2=CC=CC=C12)C (1-(2-chlorophenyl)-3-methylisoquinoline), BrN1C(CCC1=O)=O (N-bromo-succinimide), C(C1=CC=CC=C1)(=O)OOC(C1=CC=CC=C1)=O (benzoyl peroxide). Solvent: C(Cl)(Cl)(Cl)Cl (CCl4). Product: ClC1=C(C=CC=C1)C1=NC(=CC2=CC=CC=C12)C=O (1-(2-clorophenyl)-3-isoquinolinecarboxaldehyde). RXN SMILES: [Cl:1][C:2]1[CH:7]=[CH:6][CH:5]=[CH:4][C:3]=1[C:8]1[C:17]2[C:12](=[CH:13][CH:14]=[CH:15][CH:16]=2)[CH:11]=[C:10]([C:18](O)=[O:19])[N:9]=1.ClC1C=CC=CC=1C1C2C(=CC=CC=2)C=C(C)N=1.BrN1C(=O)CCC1=O.C(OOC(=O)C1C=CC=CC=1)(=O)C1C=CC=CC=1>C(Cl)(Cl)(Cl)Cl>[Cl:1][C:2]1[CH:7]=[CH:6][CH:5]=[CH:4][C:3]=1[C:8]1[C:17]2[C:12](=[CH:13][CH:14]=[CH:15][CH:16]=2)[CH:11]=[C:10]([CH:18]=[O:19])[N:9]=1. Procedure details: Then 1-(2-clorophenyl)-3-isoquinolinecarboxylic acid 81 is formed by the following process. A mixture of 1-(2-clorophenyl)-3-methylisoquinoline 77 (6.68 g, 19.88 mmol), N-bromo-succinimide (NBS) (8.896 g, 19.98 mmol), and benzoyl peroxide (BPO) (0.57 g) in CCl4 was heated to reflux while being illuminated by a flood lamp for 5 hours. The reaction was cooled to room temperature and filtered. The filtrate was washed with saturated NaHCO3 (1×40 mL), dried with Na3SO4, filtered and concentrated in v... Reaction conditions: temperature 80 celsius, time 18 hour. Reactants: Cl.C=C1N2CCC(C1=O)CC2 (2-methylene-3-quinuclidinone hydrochloride), O (water), C1(=CC=CC=C1)S (thiophenol). Product: C1(=CC=CC=C1)SCC1N2CCC(C1=O)CC2 ((RS)-2-Phenylsulfanylmethyl-1-aza-bicyclo[2.2.2]octan-3-one). As a reaction SMILES: Cl.[CH2:2]=[C:3]1[C:8](=[O:9])[CH:7]2[CH2:10][CH2:11][N:4]1[CH2:5][CH2:6]2.O.[C:13]1([SH:19])[CH:18]=[CH:17][CH:16]=[CH:15][CH:14]=1>[Br-].C([N+](CCCC)(CCCC)CCCC)CCC>[C:13]1([S:19][CH2:2][CH:3]2[C:8](=[O:9])[CH:7]3[CH2:10][CH2:11][N:4]2[CH2:5][CH2:6]3)[CH:18]=[CH:17][CH:16]=[CH:15][CH:14]=1 |f:0.1,4.5|. Reported procedure: To a stirred solution of 2-methylene-3-quinuclidinone hydrochloride (1 g, 0.0057 mol) in water (10 ml) triethylamine (1.73 g, 0.0171 mol), tetra-n-butyl ammonium bromide (180 mg, 0.00057 mol) and thiophenol (0.63 g, 0.0057 mol) were added and the reaction mixture was allowed to stir at 80° C. for 18 h. The completion of reaction was monitored by tlc. The reaction mixture was quenched with ice-cold water (20 ml), extracted with dichloromethane (4×50 ml), organic layers were washed with brine and ... The reagents and catalysts are [Br-].C(CCC)[N+](CCCC)(CCCC)CCCC (tetra-n-butyl ammonium bromide).